This data is from the Open Reaction Database (ORD), a public repository of structured organic reaction records. The task is: describe an organic reaction: reactants, conditions, products, and yield Reactants: C(C)OC(=O)N(S(=O)(=O)C1=CC=C(C=C1)Cl)CCC(C=1C=NC=CC1)C1=CC=C(C=C1)OCOC (N-ethoxycarbonyl-N-[3-(4 -methoxymethyloxyphenyl)-3-(3-pyridyl)propyl]-4-chlorobenzenesulfonamide), Cl (hydrochloric acid). Run in C(C)O (ethanol). Run at temperature 60 celsius, time 1.5 hour. Yields the product C(C)OC(=O)N(S(=O)(=O)C1=CC=C(C=C1)Cl)CCC(C=1C=NC=CC1)C1=CC=C(C=C1)O (N-ethoxycarbonyl-N-[3-(4-hydroxyphenyl)-3-(3-pyridyl)propyl]-4-chlorobenzene sulfonamide). As a reaction SMILES: [CH2:1]([O:3][C:4]([N:6]([CH2:17][CH2:18][CH:19]([C:26]1[CH:31]=[CH:30][C:29]([O:32]COC)=[CH:28][CH:27]=1)[C:20]1[CH:21]=[N:22][CH:23]=[CH:24][CH:25]=1)[S:7]([C:10]1[CH:15]=[CH:14][C:13]([Cl:16])=[CH:12][CH:11]=1)(=[O:9])=[O:8])=[O:5])[CH3:2].Cl>C(O)C>[CH2:1]([O:3][C:4]([N:6]([CH2:17][CH2:18][CH:19]([C:26]1[CH:31]=[CH:30][C:29]([OH:32])=[CH:28][CH:27]=1)[C:20]1[CH:21]=[N:22][CH:23]=[CH:24][CH:25]=1)[S:7]([C:10]1[CH:11]=[CH:12][C:13]([Cl:16])=[CH:14][CH:15]=1)(=[O:9])=[O:8])=[O:5])[CH3:2]. Reported procedure: A 1.03 g portion of the thus obtained N-ethoxycarbonyl-N-[3-(4 -methoxymethyloxyphenyl)-3-(3-pyridyl)propyl]-4-chlorobenzenesulfonamide was dissolved in 25 ml of ethanol. After adding 1 ml of 6N hydrochloric acid, the solution was stirred at 60° C. for 1.5 hours. The resulting reaction mixture was concentrated under a reduced pressure, mixed with methylene chloride and then adjusted to alkalinity with saturated sodium hydrogencarbonate aqueous solution to separate organic layer. After extraction... Reactants: FC1=C(C(=O)O)C=CC=C1F (2,3-difluorobenzoic acid), ice, S([O-])(O)=O.[Na+] (sodium bisulfite), IN1C(CCC1=O)=O (N-iodosuccinimide). Solvent: FC(S(=O)(=O)O)(F)F (trifluoromethanesulfonic acid). Reaction conditions: time 5 hour. The product is FC1=C(C(=O)O)C=C(C=C1F)I (2,3-Difluoro-5-iodobenzoic acid). The yield is 79.6%. Reaction SMILES: [F:1][C:2]1[C:10]([F:11])=[CH:9][CH:8]=[CH:7][C:3]=1[C:4]([OH:6])=[O:5].[I:12]N1C(=O)CCC1=O.S(=O)(O)[O-].[Na+]>FC(F)(F)S(O)(=O)=O>[F:1][C:2]1[C:10]([F:11])=[CH:9][C:8]([I:12])=[CH:7][C:3]=1[C:4]([OH:6])=[O:5] |f:2.3|. Reported procedure: To a cold (0° C.), stirred solution of 4.74 g of 2,3-difluorobenzoic acid in 15.0 mL of trifluoromethanesulfonic acid is added in portions 8.1 g of powdered N-iodosuccinimide. Following the addition, the mixture is allowed to warm to room temperature, stirred for 5 h, then poured onto 200 mL of cracked ice containing 5 g of sodium bisulfite. The mixture is stirred well for 15 m, then filtered, and the solid washed well with water and dried under vacuum to provide 6.78 g of the title compound as ...